This data is from the Open Reaction Database (ORD), a public repository of structured organic reaction records. The task is: describe an organic reaction: reactants, conditions, products, and yield Reactants: ClC1=CC=CC2=C1C(N1[C@H](C=3N2C=NC3C#N)CCC1)=O ((S)-8-chloro-11,12,13,13a-tetrahydro-9-oxo-9H-imidazo[1,5-a]pyrrolo[2,1-c][1,4]benzodiazepine-1-carbonitrile), NO (hydroxylamine). Solvent: C(C)O (ethanol). Product: ClC1=CC=CC2=C1C(N1[C@H](C=3N2C=NC3C(N)=NO)CCC1)=O ((S)-8-chloro-11,12,13,13a-tetrahydro-9-oxo-9H-imidazo[1,5-a]pyrrolo[2,1-c][1,4]benzodiazepine-1-carboxamidoxime). Reaction SMILES: [Cl:1][C:2]1[C:7]2[C:8](=[O:21])[N:9]3[CH2:20][CH2:19][CH2:18][C@H:10]3[C:11]3[N:12]([CH:13]=[N:14][C:15]=3[C:16]#[N:17])[C:6]=2[CH:5]=[CH:4][CH:3]=1.[NH2:22][OH:23]>C(O)C>[Cl:1][C:2]1[C:7]2[C:8](=[O:21])[N:9]3[CH2:20][CH2:19][CH2:18][C@H:10]3[C:11]3[N:12]([CH:13]=[N:14][C:15]=3[C:16](=[N:22][OH:23])[NH2:17])[C:6]=2[CH:5]=[CH:4][CH:3]=1. Procedure: 7.0 g (23.4 mmol) of (S)-8-chloro-11,12,13,13a-tetrahydro-9-oxo-9H-imidazo[1,5-a]pyrrolo[2,1-c][1,4]benzodiazepine-1-carbonitrile are stirred at boiling temperature for 1.5 hours together with about 1.0 g of freshly prepared hydroxylamine in 90 ml of ethanol. By cooling, filtering off the precipitated material, washing with ether and drying there is obtained (S)-8-chloro-11,12,13,13a-tetrahydro-9-oxo-9H-imidazo[1,5-a]pyrrolo[2,1-c][1,4]benzodiazepine-1-carboxamidoxime of melting point 249°-250°.... Reactants: CC(C)O, O=C1Nc2cnc(Cl)nc2N(C2CCCC2)CC1(F)F, Nc1ccc(C(=O)NC2CCOCC2)cc1, O, Cc1ccc(S(=O)(=O)O)cc1. Yields the product O=C(NC1CCOCC1)c1ccc(Nc2ncc3c(n2)N(C2CCCC2)CC(F)(F)C(=O)N3)cc1. RXN SMILES: [CH3:49][CH:50]([OH:51])[CH3:52].[Cl:1][c:2]1[n:3][cH:4][c:5]2[c:6]([n:20]1)[N:7]([CH:15]1[CH2:16][CH2:17][CH2:18][CH2:19]1)[CH2:8][C:9]([F:13])([F:14])[C:10](=[O:12])[NH:11]2.[NH2:21][c:22]1[cH:23][cH:24][c:25]([C:26](=[O:27])[NH:28][CH:29]2[CH2:30][CH2:31][O:32][CH2:33][CH2:34]2)[cH:35][cH:36]1.[OH2:37].[c:38]1([CH3:39])[cH:40][cH:41][c:42]([S:43]([OH:44])(=[O:45])=[O:46])[cH:47][cH:48]1>>[c:2]1([NH:21][c:22]2[cH:23][cH:24][c:25]([C:26](=[O:27])[NH:28][CH:29]3[CH2:30][CH2:31][O:32][CH2:33][CH2:34]3)[cH:35][cH:36]2)[n:3][cH:4][c:5]2[c:6]([n:20]1)[N:7]([CH:15]1[CH2:16][CH2:17][CH2:18][CH2:19]1)[CH2:8][C:9]([F:13])([F:14])[C:10](=[O:12])[NH:11]2.